This data is from the Open Reaction Database (ORD), a public repository of structured organic reaction records. The task is: describe an organic reaction: reactants, conditions, products, and yield The reactants are C(C1=CC=CC=C1)OC=1C(=C(N2C1C(N(CC2)C)=O)Br)C(=O)OCC (ethyl 8-(benzyloxy)-6-bromo-2-methyl-1-oxo-1,2,3,4-tetrahydro-pyrrolo[1,2-a]-pyrazine-7-carboxylate), C(C)(=O)[O-].[Tl+] (thallium acetate), C(C)(C)N(CC)C(C)C (diisopropyl ethylamine), C1(=CC=CC=C1)P(CCCP(C1=CC=CC=C1)C1=CC=CC=C1)C1=CC=CC=C1 (1,3-bis(diphenylphosphino)propane), C(=C)OCCCC (n-butyl vinyl ether). The reagents and catalysts are C(C)(=O)[O-].[Pd+2].C(C)(=O)[O-] (palladium acetate). The solvent is CN(C)C=O (DMF). Conditions: temperature 100 celsius, time 1 hour. The product is C(C)(=O)C1=C(C(=C2N1CCN(C2=O)C)OCC2=CC=CC=C2)C(=O)OCC (Ethyl 6-acetyl-8-(benzyloxy)-2-methyl-1-oxo-1,2,3,4-tetrahydro-pyrrolo[1,2-a]-pyrazine-7-carboxylate). RXN SMILES: [CH2:1]([O:8][C:9]1[C:10]([C:21]([O:23][CH2:24][CH3:25])=[O:22])=[C:11](Br)[N:12]2[CH2:17][CH2:16][N:15]([CH3:18])[C:14](=[O:19])[C:13]=12)[C:2]1[CH:7]=[CH:6][CH:5]=[CH:4][CH:3]=1.[C:26]([O-])(=[O:28])[CH3:27].[Tl+].C(N(C(C)C)CC)(C)C.C1(P(C2C=CC=CC=2)CCCP(C2C=CC=CC=2)C2C=CC=CC=2)C=CC=CC=1.C(OCCCC)=C>CN(C=O)C.C([O-])(=O)C.[Pd+2].C([O-])(=O)C>[C:26]([C:11]1[N:12]2[CH2:17][CH2:16][N:15]([CH3:18])[C:14](=[O:19])[C:13]2=[C:9]([O:8][CH2:1][C:2]2[CH:7]=[CH:6][CH:5]=[CH:4][CH:3]=2)[C:10]=1[C:21]([O:23][CH2:24][CH3:25])=[O:22])(=[O:28])[CH3:27] |f:1.2,7.8.9|. Procedure details: A mixture of ethyl 8-(benzyloxy)-6-bromo-2-methyl-1-oxo-1,2,3,4-tetrahydro-pyrrolo[1,2-a]-pyrazine-7-carboxylate (0.42 g, 1.03 mmol), palladium acetate (29 mg, 0.13 mmol), thallium acetate (0.34 g, 1.29 mmol), diisopropyl ethylamine (0.58 mL, 4.12 mmol), 1,3-bis(diphenylphosphino)propane (60 mg, 0.14 mol), n-butyl vinyl ether (0.67 mL, 5.2 mmol) in DMF (3 mL) was purged with nitrogen for 5 minutes. The mixture was sealed and heated at 100° C. overnight. The reaction mixture was concentrated unde... The reactants are COc1ccc(N2CCOCC2)c2sc(NC(=O)c3ccnc(Cl)c3)nc12, [H-], [Na+], C1COCCO1, CN(C)C=O, OCC(F)(F)F. Product: COc1ccc(N2CCOCC2)c2sc(NC(=O)c3ccnc(OCC(F)(F)F)c3)nc12. As a reaction SMILES: [Cl:1][c:2]1[cH:3][c:4]([C:5](=[O:6])[NH:7][c:8]2[s:9][c:10]3[c:11]([n:12]2)[c:13]([O:23][CH3:24])[cH:14][cH:15][c:16]3[N:17]2[CH2:18][CH2:19][O:20][CH2:21][CH2:22]2)[cH:25][cH:26][n:27]1.[H-:28].[Na+:29].[O:36]1[CH2:37][CH2:38][O:39][CH2:40][CH2:41]1.[O:42]=[CH:43][N:44]([CH3:45])[CH3:46].[OH:30][CH2:31][C:32]([F:33])([F:34])[F:35]>>[c:2]1([O:30][CH2:31][C:32]([F:33])([F:34])[F:35])[cH:3][c:4]([C:5](=[O:6])[NH:7][c:8]2[s:9][c:10]3[c:11]([n:12]2)[c:13]([O:23][CH3:24])[cH:14][cH:15][c:16]3[N:17]2[CH2:18][CH2:19][O:20][CH2:21][CH2:22]2)[cH:25][cH:26][n:27]1. The reactants are C(C)C1CN2C(C3=CC=CC=C13)=NC=C(C2=O)C#N ((±)-7-ethyl-6,7-dihydro-4-oxo-4H-pyrimido[2,1-a]isoquinoline-3-carbonitrile). Reagents/catalysts: [Pd] (palladium on carbon). The solvent is CC=1C=CC(=CC1)C(C)C (p-cymene), C(Cl)Cl (methylene chloride). Yields the product C(C)C1=CN2C(C3=CC=CC=C13)=NC=C(C2=O)C#N (7-Ethyl-4-oxo-4H-pyrimido[2,1-a]isoquinoline-3-carbonitrile). Yield: 46.0%. As a reaction SMILES: [CH2:1]([CH:3]1[C:12]2[C:7](=[CH:8][CH:9]=[CH:10][CH:11]=2)[C:6]2=[N:13][CH:14]=[C:15]([C:18]#[N:19])[C:16](=[O:17])[N:5]2[CH2:4]1)[CH3:2]>[Pd].CC1C=CC(C(C)C)=CC=1.C(Cl)Cl>[CH2:1]([C:3]1[C:12]2[C:7](=[CH:8][CH:9]=[CH:10][CH:11]=2)[C:6]2=[N:13][CH:14]=[C:15]([C:18]#[N:19])[C:16](=[O:17])[N:5]2[CH:4]=1)[CH3:2]. Procedure details: A stirred mixture of (±)-7-ethyl-6,7-dihydro-4-oxo-4H-pyrimido[2,1-a]isoquinoline-3-carbonitrile (3.5 g.) and 10% palladium on carbon (1.5 g.) in p-cymene (50 ml.) was refluxed for 18 hours. The mixture was diluted with methylene chloride and filtered to remove the catalyst. The solvents were removed on a rotary evaporator and the residue crystallized from ethanol to give 1.6 g. (46% yield) of the title compound, m.p. 208°-211°. Successive recrystallizations from toluene and ethanol provided the... Starting materials: O.C1(=CC=C(C=C1)S(=O)(=O)O)C (p-toluenesulfonic acid monohydrate), C(C1=CC=CC=C1)OC(=O)N1CCN(CC1)C(=NC1=CC=CC=C1)SC (1-Benzyloxycarbonyl-4-[(methylthio)phenyliminomethyl]piperazine), Cl.Cl.Cl.C1(=CC=CC=C1)N1C(=NC=C1)N1CCN(CC1)[C@H]1C[C@H](NC1)C(=O)N1CSCC1 (3-{(2S,4S)-4-[4-(1-phenyl-2-imidazolyl)-1-piperazinyl]-2-pyrrolidinylcarbonyl}-1,3-thiazolidine trihydrochloride), C(C#C)N (propargylamine). Run in C(CCC)O (1-butanol). The product is C(C1=CC=CC=C1)OC(=O)N1CCN(CC1)C=1N(C(=CN1)C)C1=CC=CC=C1 (1-benzyloxycarbonyl-4-(5-methyl-1-phenyl-2-imidazolyl)piperazine). Reaction SMILES: [CH2:1]([O:8][C:9]([N:11]1[CH2:16][CH2:15][N:14]([C:17](SC)=[N:18][C:19]2[CH:24]=[CH:23][CH:22]=[CH:21][CH:20]=2)[CH2:13][CH2:12]1)=[O:10])[C:2]1[CH:7]=[CH:6][CH:5]=[CH:4][CH:3]=1.Cl.Cl.Cl.[C:30]1([N:36]2C=CN=C2N2CCN([C@@H]3CN[C@H](C(N4CCSC4)=O)C3)CC2)C=CC=[CH:32][CH:31]=1.C(N)C#C.O.C1(C)C=CC(S(O)(=O)=O)=CC=1>C(O)CCC>[CH2:1]([O:8][C:9]([N:11]1[CH2:16][CH2:15][N:14]([C:17]2[N:18]([C:19]3[CH:24]=[CH:23][CH:22]=[CH:21][CH:20]=3)[C:31]([CH3:32])=[CH:30][N:36]=2)[CH2:13][CH2:12]1)=[O:10])[C:2]1[CH:7]=[CH:6][CH:5]=[CH:4][CH:3]=1 |f:1.2.3.4,6.7|. Reported procedure: 1-Benzyloxycarbonyl-4-[(methylthio)phenyliminomethyl]piperazine [product of Example 224 (2), 2.70 g] and propargylamine (2.3 mL) were dissolved in 1-butanol (25 mL), and p-toluenesulfonic acid monohydrate (156 mg) was added thereto. The mixture was refluxed for 20 hr. The reaction mixture was concentrated under reduced pressure, and saturated aqueous sodium hydrogencarbonate solution was added to the residue. The mixture was extracted with chloroform, and the extract was washed with brine, dried... Yields the product C1(CCCCC1)COC1=CC(=C(C(=O)O)C=C1C1CC1)F (4-(cyclohexylmethoxy)-5-cyclopropyl-2-fluorobenzoic acid), solid. Starting materials: C1(CC1)C=1C(=CC(=C(C(=O)OC(C)(C)C)C1)F)OCC1(CCCCC1)C(F)(F)F (tert-butyl 5-cyclopropyl-2-fluoro-4-((1-(trifluoromethyl)cyclohexyl)-methoxy)benzoate), C1(CCCCC1)COC1=CC(=C(C(=O)OC(C)(C)C)C=C1C1CC1)F (tert-butyl 4-(cyclohexylmethoxy)-5-cyclopropyl-2-fluorobenzoate). As a reaction SMILES: [CH:1]1([C:4]2[C:5]([O:18][CH2:19][C:20]3(C(F)(F)F)[CH2:25][CH2:24][CH2:23][CH2:22][CH2:21]3)=[CH:6][C:7]([F:17])=[C:8]([CH:16]=2)[C:9]([O:11]C(C)(C)C)=[O:10])[CH2:3][CH2:2]1.C1(COC2C(C3CC3)=CC(C(OC(C)(C)C)=O)=C(F)C=2)CCCCC1>>[CH:20]1([CH2:19][O:18][C:5]2[C:4]([CH:1]3[CH2:2][CH2:3]3)=[CH:16][C:8]([C:9]([OH:11])=[O:10])=[C:7]([F:17])[CH:6]=2)[CH2:21][CH2:22][CH2:23][CH2:24][CH2:25]1. Procedure: Following the procedure as described in Example 158 step 4 and making variations as required to replace tert-butyl 5-cyclopropyl-2-fluoro-4-((1-(trifluoromethyl)cyclohexyl)-methoxy)benzoate with tert-butyl 4-(cyclohexylmethoxy)-5-cyclopropyl-2-fluorobenzoate, the title compound was obtained as a colorless solid (6.64 g, 58%): MS (ES−) m/z 291.3 (M−1). Isolated yield 58.0%. Reactants: BrCC1=NC2=CC(=CC=C2C=C1)Cl (2-bromomethyl-7-chloroquinoline), P(OCC)(OCC)OCC (triethyl phosphite), C(C)(=O)OCC (ethyl acetate). Solvent: light petroleum, C1(=CC=CC=C1)C (toluene). The product is BrCC1=NC2=CC=CC=C2C=C1 (2-bromomethylquinoline). Yield: 13.8%. As a reaction SMILES: [Br:1][CH2:2][C:3]1[CH:12]=[CH:11][C:10]2[C:5](=[CH:6][C:7](Cl)=[CH:8][CH:9]=2)[N:4]=1.P(OCC)(OCC)OCC.C(OCC)(=O)C>C1(C)C=CC=CC=1>[Br:1][CH2:2][C:3]1[CH:12]=[CH:11][C:10]2[C:5](=[CH:6][CH:7]=[CH:8][CH:9]=2)[N:4]=1. Procedure details: A magnetically stirred solution of 2-bromomethyl-7-chloroquinoline (1.0 g, 3.91 mmol) and triethyl phosphite (0.74 g, 4.45 mmol) in dry toluene (10.0 ml) was heated under reflux for 24 h. The cooled solution was adsorbed onto a quantity of silica (ca. 5.0 g) and column chromatography (ethyl acetate--light petroleum (b.p. 40-60° C.), 1:4) provided unreacted 2-bromomethylquinoline (0.12 g, 0.469 mmol--12%) as brown crystals. Further elution (ethyl acetate) secured the title compound (0.88 g, 72%) ...